From a dataset of the Open Reaction Database (ORD), a public repository of structured organic reaction records. describe an organic reaction: reactants, conditions, products, and yield Reactants: ClC1=C(C=C(C(=O)O)C=C1)[N+](=O)[O-] (4-chloro-3-nitrobenzoic acid), C(C)C(CC)N (1-ethylpropylamine), ClC1=CC=C(C2=CC=C(C=C2C2=NC3=CC=C(C=C3C=C2)C2=NC3=C(N2CC)C=CC(=C3)C(=O)O)OC)C=C1 (2-[2-(4′-chloro-4-methoxy-biphen-2-yl)-quinolin-6-yl]-1-ethyl-1H-benzoimidazole-5-carboxylic acid). Product: ClC1=CC=C(C2=CC=C(C=C2C2=NC3=CC=C(C=C3C=C2)C2=NC3=C(N2C(CC)CC)C=CC(=C3)C(=O)O)OC)C=C1 (2-[2-(4′-Chloro-4-methoxy-biphen-2-yl)-quinolin-6-yl]-1-(1-ethyl-propyl)-1H-benzoimidazole-5-carboxylic acid). Reaction SMILES: Cl[C:2]1[CH:10]=[CH:9][C:5]([C:6]([OH:8])=[O:7])=[CH:4][C:3]=1[N+:11]([O-])=O.C(C(N)CC)C.[Cl:20][C:21]1[CH:58]=[CH:57][C:24]([C:25]2[C:30]([C:31]3[CH:40]=[CH:39][C:38]4[C:33](=[CH:34][CH:35]=[C:36]([C:41]5N(CC)[C:44]6[CH:48]=C[C:50](C(O)=O)=[CH:51][C:43]=6[N:42]=5)[CH:37]=4)[N:32]=3)=[CH:29][C:28]([O:55][CH3:56])=[CH:27][CH:26]=2)=[CH:23][CH:22]=1>>[Cl:20][C:21]1[CH:58]=[CH:57][C:24]([C:25]2[C:30]([C:31]3[CH:40]=[CH:39][C:38]4[C:33](=[CH:34][CH:35]=[C:36]([C:41]5[N:42]([CH:43]([CH2:51][CH3:50])[CH2:44][CH3:48])[C:2]6[CH:10]=[CH:9][C:5]([C:6]([OH:8])=[O:7])=[CH:4][C:3]=6[N:11]=5)[CH:37]=4)[N:32]=3)=[CH:29][C:28]([O:55][CH3:56])=[CH:27][CH:26]=2)=[CH:23][CH:22]=1. Reported procedure: The title compound was prepared from Resin 534a and 1-ethylpropylamine according to the procedure described in the preparation of Compound 534. The reactants are BrC=1C=CC(=C(C1)C1(COCC(N1)=O)C1CC1)F ((RS)-5-(5-bromo-2-fluoro-phenyl)-5-cyclopropyl-morpholin-3-one), C(C1=CC=CC=C1)(C1=CC=CC=C1)=N (benzophenonimine). Reagents/catalysts: [Pd] (palladium). Product: C(C1=CC=CC=C1)(C1=CC=CC=C1)=NC=1C=CC(=C(C1)C1(COCC(N1)=O)C1CC1)F ((RS)-5-[5-(benzhydrylidene-amino)-2-fluoro-phenyl]-5-cyclopropyl-morpholin-3-one). Reaction SMILES: Br[C:2]1[CH:3]=[CH:4][C:5]([F:18])=[C:6]([C:8]2([CH:15]3[CH2:17][CH2:16]3)[NH:13][C:12](=[O:14])[CH2:11][O:10][CH2:9]2)[CH:7]=1.[C:19](=[NH:32])([C:26]1[CH:31]=[CH:30][CH:29]=[CH:28][CH:27]=1)[C:20]1[CH:25]=[CH:24][CH:23]=[CH:22][CH:21]=1>[Pd]>[C:19](=[N:32][C:2]1[CH:3]=[CH:4][C:5]([F:18])=[C:6]([C:8]2([CH:15]3[CH2:17][CH2:16]3)[NH:13][C:12](=[O:14])[CH2:11][O:10][CH2:9]2)[CH:7]=1)([C:26]1[CH:27]=[CH:28][CH:29]=[CH:30][CH:31]=1)[C:20]1[CH:25]=[CH:24][CH:23]=[CH:22][CH:21]=1. Reported procedure: In an analogous manner to that described for the preparation of Building block A [f)], the palladium-catalyzed amination of (RS)-5-(5-bromo-2-fluoro-phenyl)-5-cyclopropyl-morpholin-3-one with benzophenonimine yielded the (RS)-5-[5-(benzhydrylidene-amino)-2-fluoro-phenyl]-5-cyclopropyl-morpholin-3-one as a yellow foam. Mass (calculated) C26H23FN2O2 [414.478]; (found) [M+H]+=415. The reactants are ClCCl, N#Cc1ccc(C(c2nc[nH]n2)C2(O)CCCC2)cc1, O=S(Cl)Cl. Product: N#Cc1ccc(C(=C2CCCC2)c2nc[nH]n2)cc1. Reaction SMILES: [Cl:25][CH2:26][Cl:27].[OH:1][C:2]1([CH:7]([c:8]2[n:9][nH:10][cH:11][n:12]2)[c:13]2[cH:14][cH:15][c:16]([C:17]#[N:18])[cH:19][cH:20]2)[CH2:3][CH2:4][CH2:5][CH2:6]1.[S:21]([Cl:22])([Cl:23])=[O:24]>>[C:2]1(=[C:7]([c:8]2[n:9][nH:10][cH:11][n:12]2)[c:13]2[cH:14][cH:15][c:16]([C:17]#[N:18])[cH:19][cH:20]2)[CH2:3][CH2:4][CH2:5][CH2:6]1. Starting materials: C(C(=O)[O-])(=O)[O-] (oxalate), C(C)(=O)OC(C(=O)O)C(C1=CC=C(C=C1)OC)SC1=C(C=CC(=C1)Cl)NCCCN1CCN(CC1)C1=CC=CC=C1 (2-Acetoxy-3-[5-chloro -2-[3-(4-phenylpiperazin-1-yl) propyl]aminophenylthio]-3-(4-methoxyphenyl)propionic acid), crude product. The product is C(C(=O)[O-])(=O)[O-] (oxalate), C(C)(=O)O[C@@H]1[C@@H](SC2=C(N(C1=O)CCCN1CC(NCC1)C1=CC=CC=C1)C=CC(=C2)Cl)C2=CC=C(C=C2)OC ((+)-cis-3-acetoxy-8-chloro-2,3-dihydro-2-(4-methoxyphenyl)-5-[3-phenylpiperazin-1-yl]propyl -1,5-benzothiazepine- 4(5H)-one). Yield: 48.4%. As a reaction SMILES: [C:1]([O:4][CH:5]([CH:9]([S:18][C:19]1[CH:24]=[C:23]([Cl:25])[CH:22]=[CH:21][C:20]=1[NH:26][CH2:27][CH2:28][CH2:29][N:30]1[CH2:35][CH2:34][N:33](C2C=CC=CC=2)[CH2:32][CH2:31]1)[C:10]1[CH:15]=[CH:14][C:13]([O:16][CH3:17])=[CH:12][CH:11]=1)[C:6](O)=[O:7])(=[O:3])[CH3:2].[C:42]([O-:47])(=[O:46])[C:43]([O-:45])=[O:44]>>[C:42]([O-:47])(=[O:46])[C:43]([O-:45])=[O:44].[C:1]([O:4][C@H:5]1[C:6](=[O:7])[N:26]([CH2:27][CH2:28][CH2:29][N:30]2[CH2:31][CH2:32][NH:33][CH:34]([C:43]3[CH:42]=[CH:10][CH:9]=[CH:5][CH:6]=3)[CH2:35]2)[C:20]2[CH:21]=[CH:22][C:23]([Cl:25])=[CH:24][C:19]=2[S:18][C@H:9]1[C:10]1[CH:15]=[CH:14][C:13]([O:16][CH3:17])=[CH:12][CH:11]=1)(=[O:3])[CH3:2]. Procedure details: 2-Acetoxy-3-[5-chloro -2-[3-(4-phenylpiperazin-1-yl) propyl]aminophenylthio]-3-(4-methoxyphenyl)propionic acid (VT b+VE b, threo/erythro=8.61/1) (2.006 g, 3.353 mmol) is subjected to a ring closure reaction in a similar manner to that described in Example 13 to obtain crude product (cis-VIb +trans-VIb) (1.941 g). This crude product is converted to its oxalate, which is recrystallized to obtain oxalate of (+)-cis-3-acetoxy-8-chloro-2,3-dihydro-2-(4-methoxyphenyl)-5-[3-phenylpiperazin-1-yl]propyl ... The reactants are water ice, FC=1C=C2C(C(=CN(C2=CC1N1C=CC=C1)N)C(=O)OCC)=O (ethyl 6-fluoro-7-(pyrrol-1-yl)-1-amino-4-oxo-1,4-dihydroquinoline-3-carboxylate), C(C)(=O)OC(C)=O (acetic anhydride). The solvent is C(=O)O (formic acid), C(=O)O (formic acid). Conditions: temperature 0 celsius. The product is FC=1C=C2C(C(=CN(C2=CC1N1C=CC=C1)NC=O)C(=O)OCC)=O (ethyl 6-fluoro-7-(pyrrol-1-yl)-1-formylamino-4-oxo-1,4-dihydroquinoline-3-carboxylate). RXN SMILES: [F:1][C:2]1[CH:3]=[C:4]2[C:9](=[CH:10][C:11]=1[N:12]1[CH:16]=[CH:15][CH:14]=[CH:13]1)[N:8]([NH2:17])[CH:7]=[C:6]([C:18]([O:20][CH2:21][CH3:22])=[O:19])[C:5]2=[O:23].[C:24](OC(=O)C)(=[O:26])C>C(O)=O>[F:1][C:2]1[CH:3]=[C:4]2[C:9](=[CH:10][C:11]=1[N:12]1[CH:13]=[CH:14][CH:15]=[CH:16]1)[N:8]([NH:17][CH:24]=[O:26])[CH:7]=[C:6]([C:18]([O:20][CH2:21][CH3:22])=[O:19])[C:5]2=[O:23]. Procedure details: A solution of 3.15 g (0.01 mol) of ethyl 6-fluoro-7-(pyrrol-1-yl)-1-amino-4-oxo-1,4-dihydroquinoline-3-carboxylate in 25 ml of formic acid is added dropwise to a mixture of 9.5 ml (0.01 mol) of acetic anhydride and 4 ml (0.01 mol) of formic acid, cooled to 0° C., the addition being carried out so as to maintain room temperature ±5° C. The mixture is kept at room temperature for48 hours and poured into a water/ice mixture, and the precipitate formed is filtered off, washed with water and recrysta...